From a dataset of the Open Reaction Database (ORD), a public repository of structured organic reaction records. describe an organic reaction: reactants, conditions, products, and yield The reactants are CC1=CC=2C(=NSN2)C=C1 (5-Methylbenzo-2,1,3-thiadiazole), BrN1C(CCC1=O)=O (N-bromosuccinimide), N(=NC(C#N)(C)C)C(C#N)(C)C (2,2′-azobisisobutyronitrile). The solvent is C(Cl)(Cl)Cl (chloroform). The product is BrCC1=CC=2C(=NSN2)C=C1 (5-bromomethylbenzo-2.1.3-thiadiazole). The yield is 63.5%. Reaction SMILES: [CH3:1][C:2]1[CH:10]=[CH:9][C:5]2=[N:6][S:7][N:8]=[C:4]2[CH:3]=1.[Br:11]N1C(=O)CCC1=O.N(C(C)(C)C#N)=NC(C)(C)C#N>C(Cl)(Cl)Cl>[Br:11][CH2:1][C:2]1[CH:10]=[CH:9][C:5]2=[N:6][S:7][N:8]=[C:4]2[CH:3]=1. Procedure details: 5-Methylbenzo-2,1,3-thiadiazole (5.0 g, 33 mmol), N-bromosuccinimide (5.92g, 33.3 mmol) and catalytic 2,2′-azobisisobutyronitrile were heated at reflux for 16 hours in chloroform (75 mL). The reaction mixture was cooled and the resulting precipitate was filtered off and discarded. The filtrate was′evaporated and recrystallized from ethanol to provide 4.8 g of the title compound. The reactants are C(C)(C)(C)OC(=O)N1C[C@@H](N([C@@H](C1)C)C(C)=O)C ((3S,5R)-4-Acetyl-3,5-dimethyl-piperazine-1-carboxylic acid tert-butyl ester), Cl.CCOCC (HCl Et2O). Run in C(Cl)Cl (DCM). Reaction conditions: time 2 day. Yields the product Cl.C[C@H]1N([C@H](CNC1)C)C(C)=O (1-((2R,6S)-2,6-dimethyl-piperazin-1-yl)ethanone hydrochloride). As a reaction SMILES: C(OC([N:8]1[CH2:13][C@@H:12]([CH3:14])[N:11]([C:15](=[O:17])[CH3:16])[C@@H:10]([CH3:18])[CH2:9]1)=O)(C)(C)C.[ClH:19].CCOCC>C(Cl)Cl>[ClH:19].[CH3:14][C@@H:12]1[CH2:13][NH:8][CH2:9][C@H:10]([CH3:18])[N:11]1[C:15](=[O:17])[CH3:16] |f:1.2,4.5|. Reported procedure: (3S,5R)-4-Acetyl-3,5-dimethyl-piperazine-1-carboxylic acid tert-butyl ester (450 mg, 1.75 mmol) was dissolved in DCM (10 ml) and acidified with HCl/Et2O. The mixture was stirred at room temperature for two days. The resulting solid was filtered to give 190 mg of 1-((2R,6S)-2,6-dimethyl-piperazin-1-yl)ethanone hydrochloride. The mother liquors were treated with HCl/Et2O for 4 h and the resulting solid was filtered to give additional 43 mg of the title compound as hydrochloric salt.